This data is from the Open Reaction Database (ORD), a public repository of structured organic reaction records. The task is: describe an organic reaction: reactants, conditions, products, and yield Reactants: CI, CS(C)=O, [K+], O=c1[nH]c2cccc([N+](=O)[O-])c2o1, [OH-], O. Product: Cn1c(=O)oc2c([N+](=O)[O-])cccc21. Reaction SMILES: [CH3:16][I:17].[CH3:18][S:19]([CH3:20])=[O:21].[K+:15].[N+:1](=[O:2])([O-:3])[c:4]1[cH:5][cH:6][cH:7][c:8]2[nH:9][c:10](=[O:13])[o:11][c:12]12.[OH-:14].[OH2:22]>>[N+:1](=[O:2])([O-:3])[c:4]1[cH:5][cH:6][cH:7][c:8]2[n:9]([CH3:16])[c:10](=[O:13])[o:11][c:12]12.